describe an organic reaction: reactants, conditions, products, and yield From a dataset of the Open Reaction Database (ORD), a public repository of structured organic reaction records. RXN SMILES: [CH2:1]([c:2]1[cH:3][cH:4][cH:5][cH:6][cH:7]1)[O:8][C:9](=[O:10])[N:11]1[CH2:12][CH:13]([C:17](=[O:18])[OH:19])[NH:14][CH2:15][CH2:16]1.[CH3:22][O:23][c:24]1[cH:25][cH:26][c:27]([S:30](=[O:31])(=[O:32])[Cl:33])[cH:28][cH:29]1.[ClH:34].[Na+:21].[O:36]1[CH2:37][CH2:38][O:39][CH2:40][CH2:41]1.[OH-:20].[OH2:35]>>[CH2:1]([c:2]1[cH:3][cH:4][cH:5][cH:6][cH:7]1)[O:8][C:9](=[O:10])[N:11]1[CH2:12][CH:13]([C:17](=[O:18])[OH:19])[N:14]([S:30]([c:27]2[cH:26][cH:25][c:24]([O:23][CH3:22])[cH:29][cH:28]2)(=[O:31])=[O:32])[CH2:15][CH2:16]1. The reactants are O=C(O)C1CN(C(=O)OCc2ccccc2)CCN1, COc1ccc(S(=O)(=O)Cl)cc1, Cl, [Na+], C1COCCO1, [OH-], O. Yields the product COc1ccc(S(=O)(=O)N2CCN(C(=O)OCc3ccccc3)CC2C(=O)O)cc1. The reactants are C(C1=CC=CC=C1)N1C(C(=C(C=C1C)O)Br)=O (1-benzyl-3-bromo-4-hydroxy-6-methylpyridin-2(1H)-one), FC1=C(CO)C=CC(=C1)F (2,4-difluorobenzylalcohol), C1=CC=C(C=C1)P(C2=CC=CC=C2)C3=CC=CC=C3 (PPh3), CCOC(=O)/N=N/C(=O)OCC (DEAD). Solvent: CN(C)C=O (DMF), CN(C)C=O (DMF). Reaction conditions: temperature -10 celsius, time 20 minute. Product: C(C1=CC=CC=C1)N1C(C(=C(C=C1C)OCC1=C(C=C(C=C1)F)F)Br)=O (1-benzyl-3-bromo-4-[(2,4-difluorobenzyl)oxy]-6-methylpyridin-2(1H)-one). As a reaction SMILES: C1C=CC(P(C2C=CC=CC=2)C2C=CC=CC=2)=CC=1.CCOC(/N=N/C(OCC)=O)=O.[CH2:32]([N:39]1[C:44]([CH3:45])=[CH:43][C:42]([OH:46])=[C:41]([Br:47])[C:40]1=[O:48])[C:33]1[CH:38]=[CH:37][CH:36]=[CH:35][CH:34]=1.[F:49][C:50]1[CH:57]=[C:56]([F:58])[CH:55]=[CH:54][C:51]=1[CH2:52]O>CN(C=O)C>[CH2:32]([N:39]1[C:44]([CH3:45])=[CH:43][C:42]([O:46][CH2:52][C:51]2[CH:54]=[CH:55][C:56]([F:58])=[CH:57][C:50]=2[F:49])=[C:41]([Br:47])[C:40]1=[O:48])[C:33]1[CH:34]=[CH:35][CH:36]=[CH:37][CH:38]=1. Reported procedure: To a degassed cold solution of DMF (10 mL) and PPh3 (resin, 0.93 g, 2.75 mmol) was added DEAD (0.44 mL, 2.75 mmol). The reaction mixture stirred at −10° C. for 20 minutes under nitrogen. A solution of 1-benzyl-3-bromo-4-hydroxy-6-methylpyridin-2(1H)-one (0.62 g, 2.1 mmol) and 2,4-difluorobenzylalcohol (0.283 mL, 2.5 mmol) in DMF (10 mL) was added to the resin suspension. The reaction mixture stirred at −10° C. for 30 minutes and then allowed to stir at room temperature for 1 hour. The resin was ... The reactants are CN(C1=CC=C(C=NN2C(=NC=C2)CC)C=C1)C (1-[[p-(dimethylamino)benzylidene]amino]-2-ethylimidazole), CN(C1=CC=C(C(CBr)=O)C=C1)C (p-dimethylaminophenacyl bromide). Run at time 30 minute. The product is [Br-].CN(C1=CC=C(C(CN2C(=[N+](C=C2)N=CC2=CC=C(C=C2)N(C)C)CC)=O)C=C1)C (3-[p-(dimethylamino)phenacyl]-1-[[p-(dimethylamino)benzylidene]-amino]-2-ethylimidazolium bromide). RXN SMILES: [CH3:1][N:2]([CH3:18])[C:3]1[CH:17]=[CH:16][C:6]([CH:7]=[N:8][N:9]2[CH:13]=[CH:12][N:11]=[C:10]2[CH2:14][CH3:15])=[CH:5][CH:4]=1.[CH3:19][N:20]([CH3:31])[C:21]1[CH:30]=[CH:29][C:24]([C:25](=[O:28])[CH2:26][Br:27])=[CH:23][CH:22]=1>>[Br-:27].[CH3:31][N:20]([CH3:19])[C:21]1[CH:30]=[CH:29][C:24]([C:25](=[O:28])[CH2:26][N:11]2[CH:12]=[CH:13][N+:9]([N:8]=[CH:7][C:6]3[CH:5]=[CH:4][C:3]([N:2]([CH3:1])[CH3:18])=[CH:17][CH:16]=3)=[C:10]2[CH2:14][CH3:15])=[CH:23][CH:22]=1 |f:2.3|. Reported procedure: A solution of 2.42 g (10 mmol) of 1-[[p-(dimethylamino)benzylidene]amino]-2-ethylimidazole is treated with 2.42 g (10 mmol) of p-dimethylaminophenacyl bromide. After stirring at 40° for 30 minutes the product is crystallized out by the addition of ether and recrystallized from methylene chloride/ether. There is obtained 3-[p-(dimethylamino)phenacyl]-1-[[p-(dimethylamino)benzylidene]-amino]-2-ethylimidazolium bromide of melting point 247°. Reactants: O=C1Nc2cc(Cl)ccc2Nc2cscc21, S=P12SP3(=S)SP(=S)(S1)SP(=S)(S2)S3, c1ccncc1. Product: S=C1Nc2cc(Cl)ccc2Nc2cscc21. Reaction SMILES: [Cl:1][c:2]1[cH:3][cH:4][c:5]2[c:6]([cH:16]1)[NH:7][C:8](=[O:15])[c:9]1[c:10]([cH:12][s:13][cH:14]1)[NH:11]2.[P:17]12(=[S:18])[S:19][P:20]3(=[S:30])[S:21][P:22](=[S:28])([S:23][P:24](=[S:27])([S:25]3)[S:26]1)[S:29]2.[cH:31]1[cH:32][cH:33][n:34][cH:35][cH:36]1>>[Cl:1][c:2]1[cH:3][cH:4][c:5]2[c:6]([cH:16]1)[NH:7][C:8](=[S:18])[c:9]1[c:10]([cH:12][s:13][cH:14]1)[NH:11]2. Reactants: COC(=O)c1ccccc1-c1ccc([N+](=O)[O-])cn1, [Na+], [OH-]. Yields the product O=C(O)c1ccccc1-c1ccc([N+](=O)[O-])cn1. Reaction SMILES: [N+:1](=[O:2])([O-:3])[c:4]1[cH:5][n:6][c:7](-[c:10]2[c:11]([C:12](=[O:13])[O:14][CH3:15])[cH:16][cH:17][cH:18][cH:19]2)[cH:8][cH:9]1.[Na+:21].[OH-:20]>>[N+:1](=[O:2])([O-:3])[c:4]1[cH:5][n:6][c:7](-[c:10]2[c:11]([C:12](=[O:13])[OH:14])[cH:16][cH:17][cH:18][cH:19]2)[cH:8][cH:9]1. The reactants are C(=O)(O)C1=C(C=C2C(NC(S2)=S)=O)C=C(C(=C1)OC)OC (5-(2'-carboxy-4',5'-dimethoxybenzylidene) rhodanine), CCO (EtOH). Yields the product COC=1C=C2C=C(SC(=O)C2=CC1OC)C(=O)O (6,7-Dimethoxy-2-thiaisocoumarin-3-carboxylic acid). RXN SMILES: [C:1]([C:4]1[CH:17]=[C:16]([O:18][CH3:19])[C:15]([O:20][CH3:21])=[CH:14][C:5]=1[CH:6]=[C:7]1[S:11]C(=S)N[C:8]1=[O:13])([OH:3])=O.CC[OH:24]>>[CH3:21][O:20][C:15]1[CH:14]=[C:5]2[C:4](=[CH:17][C:16]=1[O:18][CH3:19])[C:1](=[O:3])[S:11][C:7]([C:8]([OH:24])=[O:13])=[CH:6]2. Procedure details: 6,7-Dimethoxy-2-thiaisocoumarin-3-carboxylic acid, mp. (EtOH) 300°-2°, (lit. mp. 306°-7°), (Found: C, 54.03; H, 3.80; S, 11.83, C12H10SO5 requires C, 54.13; H, 3.79; S, 12.04) was prepared from 5-(2'-carboxy-4',5'-dimethoxybenzylidene) rhodanine by an analogous procedure to that described in Example 12. Reactants: CSC(=N)c1ccc(C)s1, CCO, I, Nc1ccc2c(c1)CCCN2CCCN1CCCC1, [Na+], [Na+], O=C([O-])[O-], O. Yields the product Cc1ccc(C(=N)Nc2ccc3c(c2)CCCN3CCCN2CCCC2)s1. As a reaction SMILES: [CH3:21][c:22]1[cH:23][cH:24][c:25]([C:27](=[NH:28])[S:29][CH3:30])[s:26]1.[CH3:31][CH2:32][OH:33].[IH:20].[N:1]1([CH2:6][CH2:7][CH2:8][N:9]2[CH2:10][CH2:11][CH2:12][c:13]3[cH:14][c:15]([NH2:19])[cH:16][cH:17][c:18]32)[CH2:2][CH2:3][CH2:4][CH2:5]1.[Na+:35].[Na+:36].[O-:37][C:38](=[O:39])[O-:40].[OH2:34]>>[N:1]1([CH2:6][CH2:7][CH2:8][N:9]2[CH2:10][CH2:11][CH2:12][c:13]3[cH:14][c:15]([NH:19][C:27]([c:25]4[cH:24][cH:23][c:22]([CH3:21])[s:26]4)=[NH:28])[cH:16][cH:17][c:18]32)[CH2:2][CH2:3][CH2:4][CH2:5]1.